Dataset: the Open Reaction Database (ORD), a public repository of structured organic reaction records. Task: describe an organic reaction: reactants, conditions, products, and yield The reactants are N1CCC(CC1)NC(=O)C=1C(=CC=CC1)C1=CC=C(C=C1)C(F)(F)F (4′-trifluoromethyl-biphenyl-2-carboxylic acid-piperidin-4-ylamide), BrCCCC(CC(=O)OCC)(C1=CC=CC=C1)CC (ethyl 5-bromo-2-ethyl-2-phenyl-pentanecarboxylate). Product: C(C)C(CC(=O)OCC)(CCCN1CCC(CC1)NC(=O)C=1C(=CC=CC1)C1=CC=C(C=C1)C(F)(F)F)C1=CC=CC=C1 (ethyl 2-ethyl-2-phenyl-5-{4-[(4′-trifluoromethyl-biphenyl-2-carbonyl)-amino]-piperidin-1-yl}-pentanecarboxylate). Reaction SMILES: [NH:1]1[CH2:6][CH2:5][CH:4]([NH:7][C:8]([C:10]2[C:11]([C:16]3[CH:21]=[CH:20][C:19]([C:22]([F:25])([F:24])[F:23])=[CH:18][CH:17]=3)=[CH:12][CH:13]=[CH:14][CH:15]=2)=[O:9])[CH2:3][CH2:2]1.Br[CH2:27][CH2:28][CH2:29][C:30]([CH2:43][CH3:44])([C:37]1[CH:42]=[CH:41][CH:40]=[CH:39][CH:38]=1)[CH2:31][C:32]([O:34][CH2:35][CH3:36])=[O:33]>>[CH2:43]([C:30]([C:37]1[CH:38]=[CH:39][CH:40]=[CH:41][CH:42]=1)([CH2:29][CH2:28][CH2:27][N:1]1[CH2:6][CH2:5][CH:4]([NH:7][C:8]([C:10]2[C:11]([C:16]3[CH:17]=[CH:18][C:19]([C:22]([F:23])([F:24])[F:25])=[CH:20][CH:21]=3)=[CH:12][CH:13]=[CH:14][CH:15]=2)=[O:9])[CH2:3][CH2:2]1)[CH2:31][C:32]([O:34][CH2:35][CH3:36])=[O:33])[CH3:44]. Reported procedure: Prepared from 4′-trifluoromethyl-biphenyl-2-carboxylic acid-piperidin-4-ylamide and ethyl 5-bromo-2-ethyl-2-phenyl-pentanecarboxylate. RXN SMILES: [NH2:1][C:2]1[N:6]([C:7]2[CH:8]=[CH:9][C:10]([O:15][CH3:16])=[C:11]([CH:14]=2)[C:12]#[N:13])[N:5]=[C:4]([NH:17][C:18]2[CH:23]=[CH:22][CH:21]=[CH:20][CH:19]=2)[N:3]=1.C([O-])([O-])=[O:25].[K+].[K+].OO.C([O-])([O-])=O.[Na+].[Na+]>CS(C)=O.O>[NH2:1][C:2]1[N:6]([C:7]2[CH:8]=[CH:9][C:10]([O:15][CH3:16])=[C:11]([CH:14]=2)[C:12]([NH2:13])=[O:25])[N:5]=[C:4]([NH:17][C:18]2[CH:19]=[CH:20][CH:21]=[CH:22][CH:23]=2)[N:3]=1 |f:1.2.3,5.6.7|. Yield: 380.1%. The solvent is O (water), CS(=O)C (DMSO). Starting materials: OO (H2O2), C(=O)([O-])[O-].[Na+].[Na+] (Na2CO3), NC1=NC(=NN1C=1C=CC(=C(C#N)C1)OC)NC1=CC=CC=C1 (5-(5-amino-3-phenylamino-[1,2,4]triazol-1-yl)-2-methoxy-benzonitrile), C(=O)([O-])[O-].[K+].[K+] (K2CO3), OO (H2O2). The product is NC1=NC(=NN1C=1C=CC(=C(C(=O)N)C1)OC)NC1=CC=CC=C1 (5-(5-Amino-3-phenylamino-[1,2,4]triazol-1-yl)-2-methoxy-benzamide). Run at time 1 hour. Procedure details: To a stirred solution of 5-(5-amino-3-phenylamino-[1,2,4]triazol-1-yl)-2-methoxy-benzonitrile (20 mg, 0.065 mMol) and K2CO3 (2 mg) in DMSO (0.3 mL), at r.t., add a solution of 30% aq. H2O2, (0.3 mL). After 1 h, add additional 30% aq. H2O2 (0.15 mL). After 40 min, water is added along with 5% aq. Na2CO3 and the mixture is stirred for several minutes. The solid was collected and rinsed with several portions of water and dried in vacuo to provide a white solid (18 mg, 0.055 mMol, 85% yield). 1H NMR... The reactants are ClC1=C(C=CC(=C1)Cl)C1(CCNCC1)C#N (4-(2,4-dichlorophenyl)piperidine-4-carbonitrile), C(C)(C)(C)OC(=O)NCCCBr (N-(tert-butoxycarbonyl)-3-bromopropylamine), C([O-])([O-])=O.[K+].[K+] (potassium carbonate), [I-].[Na+] (sodium iodide). The solvent is CC(=O)C (acetone). Product: C(C)(C)(C)OC(NCCCN1CCC(CC1)(C1=C(C=C(C=C1)Cl)Cl)C#N)=O ((3-(4-Cyano-4-(2,4-dichlorophenyl)piperidin-1-yl)propyl}carbamic acid tert-butyl ester). The yield is 77.9%. RXN SMILES: [Cl:1][C:2]1[CH:7]=[C:6]([Cl:8])[CH:5]=[CH:4][C:3]=1[C:9]1([C:15]#[N:16])[CH2:14][CH2:13][NH:12][CH2:11][CH2:10]1.[C:17]([O:21][C:22]([NH:24][CH2:25][CH2:26][CH2:27]Br)=[O:23])([CH3:20])([CH3:19])[CH3:18].C(=O)([O-])[O-].[K+].[K+].[I-].[Na+]>CC(C)=O>[C:17]([O:21][C:22](=[O:23])[NH:24][CH2:25][CH2:26][CH2:27][N:12]1[CH2:13][CH2:14][C:9]([C:15]#[N:16])([C:3]2[CH:4]=[CH:5][C:6]([Cl:8])=[CH:7][C:2]=2[Cl:1])[CH2:10][CH2:11]1)([CH3:20])([CH3:19])[CH3:18] |f:2.3.4,5.6|. Procedure details: To a stirred solution of 4-(2,4-dichlorophenyl)piperidine-4-carbonitrile (0.736 g, 2.88 mmol) in acetone (20 ml), N-(tert-butoxycarbonyl)-3-bromopropylamine (0.754 g, 3.17 mmol), potassium carbonate (1.594 g, 11.53 mmol) and sodium iodide (0.865 g, 5.7 mmol) were added and the solution refluxed for 24 hours. The reaction mixture was cooled to room temperature, concentrated and partitioned between chloroform (20 mL) and water (5 mL). The organic layer was dried over sodium sulfate, filtered and c... Reactants: C(C)(C)(C)N1N=C(C=C1C1=CC=C(C=C1)Cl)CCC=O (3-(1-tert-butyl-5-(4-chlorophenyl)-1H-pyrazol-3-yl)propanal), [BH-](OC(=O)C)(OC(=O)C)OC(=O)C.[Na+] (NaBH(OAc)3), FC1=CC=C(C=C1)C(N1CCNCC1)C1=CC=C(C=C1)F (1-(bis(4-fluorophenyl)methyl)piperazine), CCN(C(C)C)C(C)C (DIPEA). Yields the product C(C)(C)(C)N1N=C(C=C1C1=CC=C(C=C1)Cl)CCCN1CCN(CC1)C(C1=CC=C(C=C1)F)C1=CC=C(C=C1)F (1-(3-(1-tert-butyl-5-(4-chlorophenyl)-1H-pyrazol-3-yl)propyl)-4-(bis(4-fluorophenyl)methyl)piperazine). As a reaction SMILES: [C:1]([N:5]1[C:9]([C:10]2[CH:15]=[CH:14][C:13]([Cl:16])=[CH:12][CH:11]=2)=[CH:8][C:7]([CH2:17][CH2:18][CH:19]=O)=[N:6]1)([CH3:4])([CH3:3])[CH3:2].[F:21][C:22]1[CH:27]=[CH:26][C:25]([CH:28]([C:35]2[CH:40]=[CH:39][C:38]([F:41])=[CH:37][CH:36]=2)[N:29]2[CH2:34][CH2:33][NH:32][CH2:31][CH2:30]2)=[CH:24][CH:23]=1.CCN(C(C)C)C(C)C.[BH-](OC(C)=O)(OC(C)=O)OC(C)=O.[Na+]>>[C:1]([N:5]1[C:9]([C:10]2[CH:15]=[CH:14][C:13]([Cl:16])=[CH:12][CH:11]=2)=[CH:8][C:7]([CH2:17][CH2:18][CH2:19][N:32]2[CH2:31][CH2:30][N:29]([CH:28]([C:35]3[CH:40]=[CH:39][C:38]([F:41])=[CH:37][CH:36]=3)[C:25]3[CH:24]=[CH:23][C:22]([F:21])=[CH:27][CH:26]=3)[CH2:34][CH2:33]2)=[N:6]1)([CH3:4])([CH3:3])[CH3:2] |f:3.4|. Reported procedure: 123 mg (75%) of target compound was obtained by using a method same as in Example 1 by using 3-(1-tert-butyl-5-(4-chlorophenyl)-1H-pyrazol-3-yl)propanal (80 mg, 0.275 mmol), 1-(bis(4-fluorophenyl)methyl)piperazine (79 mg, 0.275 mmol), DIPEA (0.072 mL, 0.413 mmol) and NaBH(OAc)3 (175 mg, 0.825 mmol). Starting materials: CN1N=CC(=C1)N (1-methyl-1H-pyrazol-4-amine), ClC1=NC=C(C(=N1)Cl)F (2,4-dichloro-5-fluoropyrimidine), N[C@H]1[C@H]([C@@H]2C=C[C@H]1C2)C(=O)N ((+/−)-(1S,2S,3R,4R)-3-aminobicyclo[2.2.1]hept-5-ene-2-carboxamide), ClC1=NC=C(C(=N1)Cl)Cl (2,4,5-trichloropyrimidine). Product: ClC=1C(=NC(=NC1)NC=1C=NN(C1)C1CCC1)N[C@H]1[C@H]([C@@H]2C=C[C@H]1C2)C(=O)N ((1S,2S,3R,4R)-3-({5-chloro-2-[(1-cyclobutyl-1H-pyrazol-4-yl)amino]pyrimidin-4-yl}amino)bicyclo[2.2.1]hept-5-ene-2-carboxamide). Reaction SMILES: [CH3:1][N:2]1[CH:6]=[C:5]([NH2:7])[CH:4]=[N:3]1.[NH2:8][C@@H:9]1[C@@H:14]2[CH2:15][C@@H:11]([CH:12]=[CH:13]2)[C@@H:10]1[C:16]([NH2:18])=[O:17].Cl[C:20]1[N:25]=[C:24](Cl)[C:23]([Cl:27])=[CH:22][N:21]=1.ClC1N=[C:33](Cl)[C:32](F)=[CH:31]N=1>>[Cl:27][C:23]1[C:22]([NH:8][C@@H:9]2[C@@H:14]3[CH2:15][C@@H:11]([CH:12]=[CH:13]3)[C@@H:10]2[C:16]([NH2:18])=[O:17])=[N:21][C:20]([NH:7][C:5]2[CH:4]=[N:3][N:2]([CH:1]3[CH2:33][CH2:32][CH2:31]3)[CH:6]=2)=[N:25][CH:24]=1. Procedure: The title compound was prepared as described in Example 1, substituting 1-cyclobutyl-1H-pyrazol-4-yl-amine for 1-methyl-1H-pyrazol-4-amine in Example 1B along with substitution of (+)-(1S,2S,3R,4R)-3-aminobicyclo[2.2.1]hept-5-ene-2-carboxamide for (+/−)-(1S,2S,3R,4R)-3-aminobicyclo[2.2.1]hept-5-ene-2-carboxamide and 2,4,5-trichloropyrimidine for 2,4-dichloro-5-fluoropyrimidine in Example 1A. 1H NMR (300 MHz, DMSO-d6) ppm 1.42 (d, J=8.82 Hz, 1H) 1.71-1.83 (m, 2H) 2.11 (d, J=8.82 Hz, 1H) 2.29-2.46... Reactants: COC[C@H]1[C@@]([C@H]1/C=C/C(=C/C(=O)O)/C)(C1=CC=2C(CCC(C2C=C1)(C)C)(C)C)C ((+)-(1S, 2R, 3R)-5-[3-Methoxymethyl-2-methyl-2-(5,5,8,8-tetramethyl-5,6,7,8-tetrahydro-naphthalen-2-yl)-cyclopropyl]-3-methyl-penta-2E,4E-dienoic Acid), COC[C@@H]1[C@@]([C@H]1/C=C/C(=C/C(=O)OCC)/C)(C1=CC=2C(CCC(C2C=C1)(C)C)(C)C)C (Ethyl (+)-(1S, 2R, 3S)-5-[3-methoxymethyl-2-methyl-2-(5,5,8,8-tetramethyl-5,6,7,8-tetrahydro-naphthalen-2-yl)-cyclopropyl]3-methyl-penta-2E,4E-dienoate). The product is COC[C@@H]1[C@@]([C@H]1/C=C/C(=C/C(=O)O)/C)(C1=CC=2C(CCC(C2C=C1)(C)C)(C)C)C ((+)-(1S, 2R, 3S)-5-[3-Methoxymethyl-2-methyl-2-(5,5,8,8-tetramethyl-5,6,7,8-tetrahydro-naphthalen-2-yl)-cyclopropyl]-3-methyl-penta-2E,4E-dienoic acid). Isolated yield 93.0%. RXN SMILES: [CH3:1][O:2][CH2:3][C@@H:4]1[C@H:6](/[CH:7]=[CH:8]/[C:9](/[CH3:14])=[CH:10]/[C:11]([OH:13])=[O:12])[C@@:5]1([CH3:29])[C:15]1[CH:24]=[CH:23][C:22]2[C:21]([CH3:26])([CH3:25])[CH2:20][CH2:19][C:18]([CH3:28])([CH3:27])[C:17]=2[CH:16]=1.COC[C@H]1[C@H](/C=C/C(/C)=C/C(OCC)=O)[C@@]1(C)C1C=CC2C(C)(C)CCC(C)(C)C=2C=1>>[CH3:1][O:2][CH2:3][C@H:4]1[C@H:6](/[CH:7]=[CH:8]/[C:9](/[CH3:14])=[CH:10]/[C:11]([OH:13])=[O:12])[C@@:5]1([CH3:29])[C:15]1[CH:24]=[CH:23][C:22]2[C:21]([CH3:26])([CH3:25])[CH2:20][CH2:19][C:18]([CH3:28])([CH3:27])[C:17]=2[CH:16]=1. Procedure details: Following a procedure similar to that for the preparation of Compound 20a but using Compound 18a as the starting material afforded the title compound (28 mg, 93% yield) as a white solid: Reactants: CC1CNCCN1C(=O)C1CCN(C(=O)OC(C)(C)C)CC1, O=C([O-])[O-], CC#N, CC(C)I, [K+], [K+]. The product is CC(C)N1CCN(C(=O)C2CCN(C(=O)OC(C)(C)C)CC2)C(C)C1. As a reaction SMILES: [C:1]([CH3:2])([CH3:3])([CH3:4])[O:5][C:6](=[O:7])[N:8]1[CH2:9][CH2:10][CH:11]([C:14](=[O:15])[N:16]2[CH:17]([CH3:22])[CH2:18][NH:19][CH2:20][CH2:21]2)[CH2:12][CH2:13]1.[C:27](=[O:28])([O-:29])[O-:30].[CH3:33][C:34]#[N:35].[I:23][CH:24]([CH3:25])[CH3:26].[K+:31].[K+:32]>>[C:1]([CH3:2])([CH3:3])([CH3:4])[O:5][C:6](=[O:7])[N:8]1[CH2:9][CH2:10][CH:11]([C:14](=[O:15])[N:16]2[CH:17]([CH3:22])[CH2:18][N:19]([CH:24]([CH3:25])[CH3:26])[CH2:20][CH2:21]2)[CH2:12][CH2:13]1.